From a dataset of the Open Reaction Database (ORD), a public repository of structured organic reaction records. describe an organic reaction: reactants, conditions, products, and yield Starting materials: COC(C1=CN=C(C=C1)CO)=O (6-hydroxymethyl-nicotinic acid methyl ester), Cl (HCl). Run in [OH-].[Na+] (NaOH), CO (methanol). Yields the product OCC1=NC=C(C(=O)O)C=C1 (6-Hydroxymethyl-nicotinic acid). Reaction SMILES: C[O:2][C:3](=[O:12])[C:4]1[CH:9]=[CH:8][C:7]([CH2:10][OH:11])=[N:6][CH:5]=1.Cl>[OH-].[Na+].CO>[OH:11][CH2:10][C:7]1[CH:8]=[CH:9][C:4]([C:3]([OH:12])=[O:2])=[CH:5][N:6]=1 |f:2.3|. Procedure details: A solution of 6-hydroxymethyl-nicotinic acid methyl ester (0.400 g, 2.38 mmol) in 1.0 N NaOH (25.0 mL) and methanol (10.0 mL) was heated at 80° C. for 1 hour. The reaction mixture was cooled to room temperature and the pH was adjusted to 7.0 with 1.0 N HCl. The reaction mixture was concentrated in vacuo and the resulting salt was slurried in DMF and filtered to provide the title compound.